From a dataset of the Open Reaction Database (ORD), a public repository of structured organic reaction records. describe an organic reaction: reactants, conditions, products, and yield The reactants are [Na] (sodium), CO (methanol), FC1=C(C=C(C(=C1F)F)F)[N+](=O)[O-] (2,3,4,5-tetrafluoronitrobenzene), C[O-].[Na+] (sodium methoxide), C[O-].[Na+] (sodium methoxide). Reagents/catalysts: C(CC(O)(C(=O)O)CC(=O)O)(=O)O (citric acid). Product: C[O-].[Na+] (Sodium methoxide), FC=1C(=C(C=C(C1OC)F)[N+](=O)[O-])OC (3,5-difluoro-2,4-dimethoxynitrobenzene), pale yellow solid. Yield: 99.0%. RXN SMILES: [Na].F[C:3]1[C:8]([F:9])=[C:7](F)[C:6]([F:11])=[CH:5][C:4]=1[N+:12]([O-:14])=[O:13].[CH3:15][O-:16].[Na+:17].[CH3:18][OH:19]>C(O)(=O)CC(CC(O)=O)(C(O)=O)O>[CH3:15][O-:16].[Na+:17].[F:9][C:8]1[C:3]([O:19][CH3:18])=[C:4]([N+:12]([O-:14])=[O:13])[CH:5]=[C:6]([F:11])[C:7]=1[O:16][CH3:15] |f:2.3,6.7,^1:0|. Procedure details: Sodium methoxide (1.0M) is prepared by adding freshly cut sodium metal (rinsed with toluene) portionwise to anhydrous methanol (Aldrich Chemical Co.) under nitrogen in flame-dried glassware with stirring; an ice-water bath is used to control the reaction temperature. To 9.8 g (50 mmol) of 2,3,4,5-tetrafluoronitrobenzene (Aldrich) under nitrogen at room temperature in flame-dried glassware is added sodium methoxide solution (2.2 equivalents) via syringe over the course of 5-10 minutes, with stirr... Reactants: N1=CC(=CC=C1)C(=O)C(C(=O)OCC)(C)C (ethyl α-(3-pyridylcarbonyl)isobutyrate), C1(=CC=CC=C1)NN (phenyl hydrazine), O.C1(=CC=C(C=C1)S(=O)(=O)O)C (p-toluenesulfonic acid monohydrate). Solvent: C1(=CC=CC=C1)C (toluene). Yields the product N1=CC(=CC=C1)C1=NN(C(C1)=O)C1=CC=CC=C1 (3-(3-pyridyl)-l-phenyl-4, 5-dihydropyrazol-5-one). Yield: 93.0%. RXN SMILES: [N:1]1[CH:6]=[CH:5][CH:4]=[C:3]([C:7]([C:9](C)(C)[C:10]([O:12]CC)=O)=O)[CH:2]=1.[C:17]1([NH:23][NH2:24])[CH:22]=[CH:21][CH:20]=[CH:19][CH:18]=1.O.C1(C)C=CC(S(O)(=O)=O)=CC=1>C1(C)C=CC=CC=1>[N:1]1[CH:6]=[CH:5][CH:4]=[C:3]([C:7]2[CH2:9][C:10](=[O:12])[N:23]([C:17]3[CH:22]=[CH:21][CH:20]=[CH:19][CH:18]=3)[N:24]=2)[CH:2]=1 |f:2.3|. Procedure details: A mixture of 1.5 g (6.8 mmol) of ethyl α-(3-pyridylcarbonyl)isobutyrate and 0.88 g (12 mmol) of phenyl hydrazine was dissolved in 50 ml of toluene, and the solution was dehydrated and heated under reflux in the presence of p-toluenesulfonic acid monohydrate (catalytic amount) for 18 hours. The reaction solution was concentrated under reduced pressure, and the residue was purified by silica gel column chromatography (n-hexane/ethyl acetate=3/2 (v/v)) to give 1.5 g of the object compound as white ... Starting materials: ClN1C(CCC1=O)=O (N-chlorosuccinimide), P(=O)([O-])(O)O.[K+] (monopotassium phosphate), C[Si](OC1=CCC2=C(C=CC=C12)CC=C)(C)C (3-trimethylsilyloxy-7-(2-propenyl)-indene), ClN1C(CCC1=O)=O (N-chlorosuccinimide), C1(=CC=C(C=C1)S(=O)(=O)O)C (paratoluene sulphonic acid). Run in ClC(C)Cl (dichloroethane), ClCCCl (1,2-dichloroethane), ClC(C)Cl (dichloroethane). Conditions: time 30 minute. The product is ClC1C(C2=CC=CC(=C2C1)CC=C)=O (2-chloro-4-(2-propenyl)-1-indanone). Isolated yield 40.7%. As a reaction SMILES: C[Si](C)(C)[O:3][C:4]1[C:12]2[C:7](=[C:8]([CH2:13][CH:14]=[CH2:15])[CH:9]=[CH:10][CH:11]=2)[CH2:6][CH:5]=1.[Cl:18]N1C(=O)CCC1=O.C1(C)C=CC(S(O)(=O)=O)=CC=1.P(O)(O)([O-])=O.[K+]>ClCCCl.ClC(Cl)C>[Cl:18][CH:5]1[CH2:6][C:7]2[C:12](=[CH:11][CH:10]=[CH:9][C:8]=2[CH2:13][CH:14]=[CH2:15])[C:4]1=[O:3] |f:3.4|. Reported procedure: 8 g of 3-trimethylsilyloxy-7-(2-propenyl)-indene in 25 ml of 1,2-dichloroethane is cooled to 0° C.; 31 g of N-chlorosuccinimide in 80 ml of dichloroethane is introduced over 25 minutes, with agitation for 30 minutes at 0° C.; 0.6 g of N-chlorosuccinimide in 15 ml of dichloroethane and a few mg of paratoluene sulphonic acid are added. After 30 minutes of agitation at 0° C., the reaction mixture is poured over an iced aqueous solution saturated with monopotassium phosphate, with agitation for 16 h... Reactants: CC(=O)N1CCN(c2cc(C)c3nc(-c4c(NC(CO)Cc5ccccc5)cc[nH]c4=O)[nH]c3c2)CC1, Cl, C1COCCO1, O. The product is Cc1cc(N2CCNCC2)cc2[nH]c(-c3c(NC(CO)Cc4ccccc4)cc[nH]c3=O)nc12. RXN SMILES: [C:1](=[O:2])([CH3:3])[N:4]1[CH2:5][CH2:6][N:7]([c:10]2[cH:11][c:12]([CH3:37])[c:13]3[c:14]([nH:15][c:16](-[c:18]4[c:19](=[O:35])[nH:20][cH:21][cH:22][c:23]4[NH:24][CH:25]([CH2:26][c:27]4[cH:28][cH:29][cH:30][cH:31][cH:32]4)[CH2:33][OH:34])[n:17]3)[cH:36]2)[CH2:8][CH2:9]1.[ClH:39].[O:40]1[CH2:41][CH2:42][O:43][CH2:44][CH2:45]1.[OH2:38]>>[NH:4]1[CH2:5][CH2:6][N:7]([c:10]2[cH:11][c:12]([CH3:37])[c:13]3[c:14]([nH:15][c:16](-[c:18]4[c:19](=[O:35])[nH:20][cH:21][cH:22][c:23]4[NH:24][CH:25]([CH2:26][c:27]4[cH:28][cH:29][cH:30][cH:31][cH:32]4)[CH2:33][OH:34])[n:17]3)[cH:36]2)[CH2:8][CH2:9]1. Starting materials: Cl.Cl.IC1=NN(C2=NC=NC(=C21)N)C2CCNCC2 (3-Iodo-1-(4-piperidyl)-1H-pyrazolo[3,4-d]pyrimidin-4-amine dihydrochloride salt), CN(CC(=O)O)C (N,N-dimethyl glycine), ON1N=NC2=C1N=CC=C2 (1-hydroxy-7-azabenzotriazole), Cl.CN(CCCN=C=NCC)C (1-(3-dimethylaminopropyl)-3-ethylcarbodiimide hydrochloride), C(C)NC(C)C (N-ethyl-N-isopropylamine). Solvent: ClCCl (dichloromethane), ClCCl (dichloromethane). Yields the product NC1=C2C(=NC=N1)N(N=C2I)C2CCN(CC2)C(CN(C)C)=O (1-[4-(4-amino-3-iodo-1H-pyrazolo[3,4-d]pyrimidin-1-yl)piperidino]-2-(dimethylamino)-1-ethanone). Yield: 88.9%. As a reaction SMILES: Cl.Cl.[I:3][C:4]1[C:12]2[C:7](=[N:8][CH:9]=[N:10][C:11]=2[NH2:13])[N:6]([CH:14]2[CH2:19][CH2:18][NH:17][CH2:16][CH2:15]2)[N:5]=1.[CH3:20][N:21]([CH3:26])[CH2:22][C:23](O)=[O:24].ON1C2N=CC=CC=2N=N1.Cl.CN(C)CCCN=C=NCC.C(NC(C)C)C>ClCCl>[NH2:13][C:11]1[N:10]=[CH:9][N:8]=[C:7]2[N:6]([CH:14]3[CH2:19][CH2:18][N:17]([C:23](=[O:24])[CH2:22][N:21]([CH3:26])[CH3:20])[CH2:16][CH2:15]3)[N:5]=[C:4]([I:3])[C:12]=12 |f:0.1.2,5.6|. Procedure: 3-Iodo-1-(4-piperidyl)-1H-pyrazolo[3,4-d]pyrimidin-4-amine dihydrochloride salt (3 g, 7.19 mmol) was suspended in dichloromethane (350 mL) then N,N-dimethyl glycine (1.02 g, 9.88 mmol), 1-hydroxy-7-azabenzotriazole (1.08 g, 7.91 mmol), 1-(3-dimethylaminopropyl)-3-ethylcarbodiimide hydrochloride (1.89 g, 9.89 mmol), and N-ethyl-N-isopropylamine (5.06 g, 39.2 mmol) were added over 4 days. The reaction was diluted with dichloromethane (300 mL) then washed with water (150 mL) and brine (150 mL). The... Starting materials: C(C)OC(COC1=C2CCC3=C(N=C(S3)S)C2=CC=C1)=O (ethyl[(2-mercapto-4,5-dihydronaphtho[1,2-d]thiazol-6-yl)oxy]acetate), FC1=CC=C(C=C1)C(C1=CC=C(C=C1)F)Br (bis(4-fluorophenyl)methyl bromide). Product: FC1=CC=C(C=C1)C(SC=1SC2=C(N1)C1=CC=CC(=C1CC2)OCC(=O)O)C2=CC=C(C=C2)F ([(2-Bis(4-fluorophenyl)methylthio-4,5-dihydronaphtho[1,2-d]thiazol-6-yl)oxy]acetic Acid). Yield: 77.0%. Reaction SMILES: C([O:3][C:4](=[O:21])[CH2:5][O:6][C:7]1[CH:20]=[CH:19][CH:18]=[C:17]2[C:8]=1[CH2:9][CH2:10][C:11]1[S:15][C:14]([SH:16])=[N:13][C:12]=12)C.[F:22][C:23]1[CH:28]=[CH:27][C:26]([CH:29](Br)[C:30]2[CH:35]=[CH:34][C:33]([F:36])=[CH:32][CH:31]=2)=[CH:25][CH:24]=1>>[F:22][C:23]1[CH:24]=[CH:25][C:26]([CH:29]([C:30]2[CH:35]=[CH:34][C:33]([F:36])=[CH:32][CH:31]=2)[S:16][C:14]2[S:15][C:11]3[CH2:10][CH2:9][C:8]4[C:17](=[CH:18][CH:19]=[CH:20][C:7]=4[O:6][CH2:5][C:4]([OH:3])=[O:21])[C:12]=3[N:13]=2)=[CH:27][CH:28]=1. Procedure: Using ethyl[(2-mercapto-4,5-dihydronaphtho[1,2-d]thiazol-6-yl)oxy]acetate and bis(4-fluorophenyl)methyl bromide, the procedure of Example 63 was otherwise repeated to synthesize the title compound. Yield 77%. Amorphous solid. The reactants are CC1=CC2=C(C=C1)NC3=CC4=C(C=C3C2=O)NC5=C(C4=O)C=C(C=C5)C.C=O.C1(=CC=CC2=CC=CC=C12)S(=O)(=O)O (2,9-dimethylquinacridone naphthalene sulfonic acid formaldehyde), C1=CC=C2C(=C1)C(=O)C3=CC4=C(C=C3N2)C(=O)C5=CC=CC=C5N4.C=O.C1(=CC=CC2=CC=CC=C12)S(=O)(=O)O (quinacridone naphthalene sulfonic acid formaldehyde). The product is C1=CC=C2C(=C1)C(=O)C3=CC4=C(C=C3N2)C(=O)C5=CC=CC=C5N4 (quinacridone). Reaction SMILES: C[C:2]1[CH:7]=[CH:6][C:5]2[NH:8][C:9]3[C:14]([C:15](=[O:16])[C:4]=2[CH:3]=1)=[CH:13][C:12]1[NH:17][C:18]2[CH:25]=[CH:24][C:23](C)=[CH:22][C:19]=2[C:20](=[O:21])[C:11]=1[CH:10]=3.C=O.C1(S(O)(=O)=O)C2C(=CC=CC=2)C=CC=1.C1C=C2C(C3C(NC2=CC=1)=CC1C(C2C(NC=1C=3)=CC=CC=2)=O)=O.C=O.C1(S(O)(=O)=O)C2C(=CC=CC=2)C=CC=1>>[CH:23]1[CH:22]=[C:19]2[C:20]([C:11]3[C:12]([NH:17][C:18]2=[CH:25][CH:24]=1)=[CH:13][C:14]1[C:15]([C:4]2[C:5]([NH:8][C:9]=1[CH:10]=3)=[CH:6][CH:7]=[CH:2][CH:3]=2)=[O:16])=[O:21] |f:0.1.2,3.4.5|. Procedure: The procedure of Example 8 is repeated, but using 4 g of the aqueous presscake of the nanosize 2,9-dimethylquinacridone/naphthalene sulfonic acid formaldehyde polymer mixture according to Example 2 instead of 7 g of the aqueous presscake of the nanosize quinacridone/naphthalene sulfonic acid formaldehyde polymer mixture presscake according to Example 1. A violet beta quinacridone pigment of similar good pigment properties is obtained.